Dataset: the Open Reaction Database (ORD), a public repository of structured organic reaction records. Task: describe an organic reaction: reactants, conditions, products, and yield The product is CC(=O)NCCC1CCc2ccc(NC(=O)CCc3ccccc3)c(O)c21. Reaction SMILES: [ClH:1].[NH2:2][c:3]1[cH:4][cH:5][c:6]2[c:10]([c:11]1[OH:12])[CH:9]([CH2:13][CH2:14][NH:15][C:16]([CH3:17])=[O:18])[CH2:8][CH2:7]2.[OH2:30].[c:19]1([CH2:25][CH2:26][C:27](=[O:28])[Cl:29])[cH:20][cH:21][cH:22][cH:23][cH:24]1.[cH:31]1[cH:32][cH:33][n:34][cH:35][cH:36]1>>[NH:2]([c:3]1[cH:4][cH:5][c:6]2[c:10]([c:11]1[OH:12])[CH:9]([CH2:13][CH2:14][NH:15][C:16]([CH3:17])=[O:18])[CH2:8][CH2:7]2)[C:27]([CH2:26][CH2:25][c:19]1[cH:20][cH:21][cH:22][cH:23][cH:24]1)=[O:28]. Reactants: Cl, CC(=O)NCCC1CCc2ccc(N)c(O)c21, O, O=C(Cl)CCc1ccccc1, c1ccncc1. Reactants: C(C1=CC=CC=C1)C=1C=C(C(=O)OC)C=CN1 (Methyl 2-benzylisonicotinate), C(C)(=O)O (acetic acid). The reagents and catalysts are O=[Pt]=O (PtO2). Solvent: CO (Methanol). Conditions: time 3 day. Product: C1(CCCCC1)CC1NCCC(C1)C(=O)OC (Methyl 2-(cyclohexylmethyl)piperidine-4-carboxylate). Reaction SMILES: [CH2:1]([C:8]1[CH:9]=[C:10]([CH:15]=[CH:16][N:17]=1)[C:11]([O:13][CH3:14])=[O:12])[C:2]1[CH:7]=[CH:6][CH:5]=[CH:4][CH:3]=1.C(O)(=O)C>O=[Pt]=O.CO>[CH:2]1([CH2:1][CH:8]2[CH2:9][CH:10]([C:11]([O:13][CH3:14])=[O:12])[CH2:15][CH2:16][NH:17]2)[CH2:7][CH2:6][CH2:5][CH2:4][CH2:3]1. Procedure: Methyl 2-benzylisonicotinate (1.29 g, 5.67 mmol) and PtO2 (0.13 g, 0.57 mmol) were added to acetic acid (50 mL). The reaction mixture was hydrogenated in a Büchi hydrogentor at 8 bar at room temperature for 3 days. Methanol (100 mL) was added and the catalyst filtered off. The solvent was evaporated. The crude product was partitioned between Na2CO3 (aq) and ethyl acetate. The organic phase was isolated, dried over Na2SO4, filtered through Celite® and the solvent was evaporated. 1H NMR (600 MHz, ... Starting materials: N[C@H]1CC[C@H](CC1)NC(=O)C1=CNC2=C1N=CN=C2C2=C(C=C(C=C2)OC)OCCOC (cis-4-[4-methoxy-2-(2-methoxy-ethoxy)-phenyl]-5H-pyrrolo[3,2-d]pyrimidine-7-carboxylic acid (4-amino-cyclohexyl)-amide), C(C)(=O)Cl (acetyl chloride). The product is C(C)(=O)N[C@H]1CC[C@H](CC1)NC(=O)C1=CNC2=C1N=CN=C2C2=C(C=C(C=C2)OC)OCCOC (cis-4-[4-Methoxy-2-(2-methoxy-ethoxy)-phenyl]-5H-pyrrolo[3,2-d]pyrimidine-7-carboxylic acid (4-acetylamino-cyclohexyl)-amide). Reaction SMILES: [NH2:1][C@@H:2]1[CH2:7][CH2:6][C@H:5]([NH:8][C:9]([C:11]2[C:15]3[N:16]=[CH:17][N:18]=[C:19]([C:20]4[CH:25]=[CH:24][C:23]([O:26][CH3:27])=[CH:22][C:21]=4[O:28][CH2:29][CH2:30][O:31][CH3:32])[C:14]=3[NH:13][CH:12]=2)=[O:10])[CH2:4][CH2:3]1.[C:33](Cl)(=[O:35])[CH3:34]>>[C:33]([NH:1][C@@H:2]1[CH2:7][CH2:6][C@H:5]([NH:8][C:9]([C:11]2[C:15]3[N:16]=[CH:17][N:18]=[C:19]([C:20]4[CH:25]=[CH:24][C:23]([O:26][CH3:27])=[CH:22][C:21]=4[O:28][CH2:29][CH2:30][O:31][CH3:32])[C:14]=3[NH:13][CH:12]=2)=[O:10])[CH2:4][CH2:3]1)(=[O:35])[CH3:34]. Procedure details: Starting from cis-4-[4-methoxy-2-(2-methoxy-ethoxy)-phenyl]-5H-pyrrolo[3,2-d]pyrimidine-7-carboxylic acid (4-amino-cyclohexyl)-amide (example A183) and acetyl chloride the title compound was obtained as colorless solid. Procedure details: Starting materials: ethyl 5-(dimethoxymethyl)-6,7-difluorobenzo[d]isoxazole-3-carboxylate (Intermediate 206) and isopropyl amine. The reactants are COC(C=1C(=C(C2=C(C(=NO2)C(=O)OCC)C1)F)F)OC (ethyl 5-(dimethoxymethyl)-6,7-difluorobenzo[d]isoxazole-3-carboxylate), COC(C=1C(=C(C2=C(C(=NO2)C(=O)OCC)C1)F)F)OC (ethyl 5-(dimethoxymethyl)-6,7-difluorobenzo[d]isoxazole-3-carboxylate), C(C)(C)N (isopropyl amine). Reaction SMILES: [CH3:1][O:2][CH:3]([O:20][CH3:21])[C:4]1[C:5]([F:19])=[C:6]([F:18])[C:7]2[O:11][N:10]=[C:9]([C:12]([O:14]CC)=O)[C:8]=2[CH:17]=1.[CH:22]([NH2:25])([CH3:24])[CH3:23]>>[CH3:21][O:20][CH:3]([O:2][CH3:1])[C:4]1[C:5]([F:19])=[C:6]([F:18])[C:7]2[O:11][N:10]=[C:9]([C:12]([NH:25][CH:22]([CH3:24])[CH3:23])=[O:14])[C:8]=2[CH:17]=1. Yields the product COC(C=1C(=C(C2=C(C(=NO2)C(=O)NC(C)C)C1)F)F)OC (5-(dimethoxymethyl)-6,7-difluoro-N-isopropylbenzo[d]isoxazole-3-carboxamide). Starting materials: BrC1=CC=C(C=C1)C1=NOC(=N1)C (1-bromo-4-(5-methyl-1,2,4-oxadiazol-3-yl)benzene), B(O)(O)C1=CC=C(C(=O)O)C=C1 (4-boronobenzoic acid), 11. Yields the product CC1=NC(=NO1)C1=CC=C(C=C1)C1=CC=C(C=C1)C(=O)O (4'-(5-Methyl-1,2,4-oxadiazol-3-yl)biphenyl-4-carboxylic acid). RXN SMILES: Br[C:2]1[CH:7]=[CH:6][C:5]([C:8]2[N:12]=[C:11]([CH3:13])[O:10][N:9]=2)=[CH:4][CH:3]=1.B([C:17]1[CH:25]=[CH:24][C:20]([C:21]([OH:23])=[O:22])=[CH:19][CH:18]=1)(O)O>>[CH3:13][C:11]1[O:10][N:9]=[C:8]([C:5]2[CH:6]=[CH:7][C:2]([C:17]3[CH:25]=[CH:24][C:20]([C:21]([OH:23])=[O:22])=[CH:19][CH:18]=3)=[CH:3][CH:4]=2)[N:12]=1. Procedure details: The title compound was prepared from 1-bromo-4-(5-methyl-1,2,4-oxadiazol-3-yl)benzene [EP 0533268A1] (0.58 g) and 4-boronobenzoic acid (0.4 g) as described in Description 11 as a white solid (0.64 g, 97%). The reactants are NC(=O)CBr, O=C([O-])[O-], CN(C)C=O, CCOC(C)=O, [Cs+], [Cs+], CC(C)CN(CC(O)C(Cc1ccc(O)cc1)NC(=O)OC1COC2OCCC12)S(=O)(=O)c1ccc2c(c1)OCO2. Product: CC(C)CN(CC(O)C(Cc1ccc(OCC(N)=O)cc1)NC(=O)OC1COC2OCCC12)S(=O)(=O)c1ccc2c(c1)OCO2. As a reaction SMILES: [Br:48][CH2:49][C:50](=[O:51])[NH2:52].[C:42](=[O:43])([O-:44])[O-:45].[CH3:53][N:54]([CH3:55])[CH:56]=[O:57].[CH3:58][CH2:59][O:60][C:61](=[O:62])[CH3:63].[Cs+:46].[Cs+:47].[O:1]1[CH2:2][O:3][c:4]2[c:5]1[cH:6][cH:7][c:8]([S:10](=[O:11])(=[O:12])[N:13]([CH2:14][CH:15]([CH:16]([CH2:17][c:18]1[cH:19][cH:20][c:21]([OH:24])[cH:22][cH:23]1)[NH:25][C:26]([O:27][CH:28]1[CH2:29][O:30][CH:31]3[O:32][CH2:33][CH2:34][CH:35]13)=[O:36])[OH:37])[CH2:38][CH:39]([CH3:40])[CH3:41])[cH:9]2>>[O:1]1[CH2:2][O:3][c:4]2[c:5]1[cH:6][cH:7][c:8]([S:10](=[O:11])(=[O:12])[N:13]([CH2:14][CH:15]([CH:16]([CH2:17][c:18]1[cH:19][cH:20][c:21]([O:24][CH2:49][C:50](=[O:51])[NH2:52])[cH:22][cH:23]1)[NH:25][C:26]([O:27][CH:28]1[CH2:29][O:30][CH:31]3[O:32][CH2:33][CH2:34][CH:35]13)=[O:36])[OH:37])[CH2:38][CH:39]([CH3:40])[CH3:41])[cH:9]2. The reactants are CC(=O)O, CCOC(C)=O, CCC(C)[BH-](C(C)CC)C(C)CC, [Li+], CCOC(=O)c1ccc(CC(C(C)=O)c2ccc([N+](=O)[O-])cc2)o1, C1CCOC1, O. Yields the product CCOC(=O)c1ccc(CC(c2ccc([N+](=O)[O-])cc2)C(C)O)o1. RXN SMILES: [CH3:40][C:41](=[O:42])[OH:43].[CH3:49][CH2:50][O:51][C:52](=[O:53])[CH3:54].[CH:25]([BH-:26]([CH:27]([CH2:28][CH3:29])[CH3:30])[CH:31]([CH2:32][CH3:33])[CH3:34])([CH2:35][CH3:36])[CH3:37].[Li+:38].[N+:1](=[O:2])([O-:3])[c:4]1[cH:5][cH:6][c:7]([CH:10]([CH2:11][c:12]2[cH:13][cH:14][c:15]([C:17](=[O:18])[O:19][CH2:20][CH3:21])[o:16]2)[C:22]([CH3:23])=[O:24])[cH:8][cH:9]1.[O:44]1[CH2:45][CH2:46][CH2:47][CH2:48]1.[OH2:39]>>[N+:1](=[O:2])([O-:3])[c:4]1[cH:5][cH:6][c:7]([CH:10]([CH2:11][c:12]2[cH:13][cH:14][c:15]([C:17](=[O:18])[O:19][CH2:20][CH3:21])[o:16]2)[CH:22]([CH3:23])[OH:24])[cH:8][cH:9]1.